Dataset: the Open Reaction Database (ORD), a public repository of structured organic reaction records. Task: describe an organic reaction: reactants, conditions, products, and yield Starting materials: Brc1cncc(Br)c1, C1CCOC1, CC(C)=O, CC(C)[Mg+], [Cl-]. The product is CC(C)(O)c1cncc(Br)c1. As a reaction SMILES: [Br:1][c:2]1[cH:3][n:4][cH:5][c:6]([Br:7])[cH:8]1.[CH2:18]1[O:19][CH2:20][CH2:21][CH2:22]1.[CH3:14][C:15]([CH3:16])=[O:17].[CH:10]([Mg+:11])([CH3:12])[CH3:13].[Cl-:9]>>[c:2]1([C:15]([CH3:14])([CH3:16])[OH:17])[cH:3][n:4][cH:5][c:6]([Br:7])[cH:8]1. Reactants: ice water, C(C1=CC=CC=C1)C#N (Benzyl cyanide), C[Si](C)(C)[N-][Si](C)(C)C.[Li+] (lithium bis(trimethylsilyl)amide), Cl.ClCCN(CC1=CC=CC=C1)CC1=CC=CC=C1 (N-(2-chloroethyl)dibenzylamine hydrochloride). Solvent: C1CCOC1 (THF). Conditions: temperature 50 celsius. The product is C(C1=CC=CC=C1)N(CC1=CC=CC=C1)CCC(C1=CC=CC=C1)C#N (alpha-(N,N-dibenzylaminoethyl) benzyl cyanide). The yield is 90.7%. Reaction SMILES: [CH2:1]([C:8]#[N:9])[C:2]1[CH:7]=[CH:6][CH:5]=[CH:4][CH:3]=1.C[Si]([N-][Si](C)(C)C)(C)C.[Li+].Cl.Cl[CH2:22][CH2:23][N:24]([CH2:32][C:33]1[CH:38]=[CH:37][CH:36]=[CH:35][CH:34]=1)[CH2:25][C:26]1[CH:31]=[CH:30][CH:29]=[CH:28][CH:27]=1>C1COCC1>[CH2:32]([N:24]([CH2:23][CH2:22][CH:1]([C:8]#[N:9])[C:2]1[CH:7]=[CH:6][CH:5]=[CH:4][CH:3]=1)[CH2:25][C:26]1[CH:31]=[CH:30][CH:29]=[CH:28][CH:27]=1)[C:33]1[CH:38]=[CH:37][CH:36]=[CH:35][CH:34]=1 |f:1.2,3.4|. Reported procedure: Benzyl cyanide (0.97 mL, 8.4 mmole) was reacted with lithium bis(trimethylsilyl)amide (LHMDSA) (8.4 mL, 8.4 mmole) in 5 mL of THF at -78° C. for 1 hour. After an additional aliquot of LHMDSA (4.2 mL, 4.2 mmole) was added, N-(2-chloroethyl)dibenzylamine hydrochloride (1.0 g, 3.4 mmole) was then added. The reaction was allowed to stand at room temperature and was then warmed to 50° C. for 3.5 hours. The mixture was poured into ice/water, and the product was extracted with ethyl acetate. The ethyl ... Reactants: Cc1ccc(CC(=O)O)cc1, CC(=O)OC(C)=O, CCOC(C)=O, COC(=O)c1ccc(C=O)cc1, CCN(C(C)C)C(C)C, ClCCl, Cl, O. Product: COC(=O)c1ccc(C=C(C(=O)O)c2ccc(C)cc2)cc1. RXN SMILES: [CH3:1][c:2]1[cH:3][cH:4][c:5]([CH2:8][C:9](=[O:10])[OH:11])[cH:6][cH:7]1.[CH3:24][C:25]([O:26][C:27]([CH3:28])=[O:29])=[O:30].[CH3:41][CH2:42][O:43][C:44](=[O:45])[CH3:46].[CH:12](=[O:13])[c:14]1[cH:15][cH:16][c:17]([C:18](=[O:19])[O:20][CH3:21])[cH:22][cH:23]1.[CH:31]([N:32]([CH:33]([CH3:34])[CH3:35])[CH2:36][CH3:37])([CH3:38])[CH3:39].[Cl:47][CH2:48][Cl:49].[ClH:40].[OH2:50]>>[CH3:1][c:2]1[cH:3][cH:4][c:5]([C:8]([C:9](=[O:10])[OH:11])=[CH:12][c:14]2[cH:15][cH:16][c:17]([C:18](=[O:19])[O:20][CH3:21])[cH:22][cH:23]2)[cH:6][cH:7]1. Starting materials: Cl.ClC=1C(=C(C=CC1)N1NOC(N1)=N)C (3-(3-chloro-2-methylphenyl)-1,2,3,4-oxatriazole-5-imine hydrochloride), O (water), C(O)([O-])=O.[Na+] (sodium hydrogen carbonate). Solvent: ClCCl (dichloromethane). Reaction conditions: temperature 5 celsius, time 10 minute. Product: ClC=1C(=C(C=CC1)N1NOC(N1)=N)C (3-(3-chloro-2-methylphenyl)-1,2,3,4-oxatriazole-5-imine). As a reaction SMILES: Cl.[Cl:2][C:3]1[C:4]([CH3:15])=[C:5]([N:9]2[NH:13][C:12](=[NH:14])[O:11][NH:10]2)[CH:6]=[CH:7][CH:8]=1.O.C(=O)([O-])O.[Na+]>ClCCl>[Cl:2][C:3]1[C:4]([CH3:15])=[C:5]([N:9]2[NH:13][C:12](=[NH:14])[O:11][NH:10]2)[CH:6]=[CH:7][CH:8]=1 |f:0.1,3.4|. Reported procedure: 1.23 g (5 mmole) of the 3-(3-chloro-2-methylphenyl)-1,2 3,4-oxatrizole-5-imine hydrochloride prepared in Example 1 were dissolved in a two-phase system consisting of 30 ml of water and 10 ml of dichloromethane. The mixture was cooled in an ice bath to 5° C., and subsequently 0.84 g (10 mmole) of sodium hydrogen carbonate was carefully added in small quantities. After terminated development of carbon dioxide the mixture was stirred vigorously for about 10 minutes, whereafter the the organic phase... Starting materials: CCO, CC(C)Oc1ccc([N+](=O)[O-])c(C(=O)O)c1, [Na+], [OH-]. The product is CC(C)Oc1ccc(N)c(C(=O)O)c1. Reaction SMILES: [CH3:19][CH2:20][OH:21].[CH:1]([CH3:2])([CH3:3])[O:4][c:5]1[cH:6][cH:7][c:8]([N+:14]([O-:15])=[O:16])[c:9]([C:10](=[O:11])[OH:12])[cH:13]1.[Na+:18].[OH-:17]>>[CH:1]([CH3:2])([CH3:3])[O:4][c:5]1[cH:6][cH:7][c:8]([NH2:14])[c:9]([C:10](=[O:11])[OH:12])[cH:13]1. Starting materials: CN(C)C=O, CC(C)(Cc1ccccc1)OC(=O)CC1CC(CCl)OC(C)(C)O1, [Na+], [S-]c1nnnn1-c1ccccc1. Product: CC(C)(Cc1ccccc1)OC(=O)CC1CC(CSc2nnnn2-c2ccccc2)OC(C)(C)O1. Reaction SMILES: [CH3:38][N:39]([CH3:40])[CH:41]=[O:42].[Cl:1][CH2:2][CH:3]1[CH2:4][CH:5]([CH2:11][C:12](=[O:13])[O:14][C:15]([CH2:16][c:17]2[cH:18][cH:19][cH:20][cH:21][cH:22]2)([CH3:23])[CH3:24])[O:6][C:7]([CH3:9])([CH3:10])[O:8]1.[Na+:37].[c:25]1(-[n:31]2[n:32][n:33][n:34][c:35]2[S-:36])[cH:26][cH:27][cH:28][cH:29][cH:30]1>>[CH2:2]([CH:3]1[CH2:4][CH:5]([CH2:11][C:12](=[O:13])[O:14][C:15]([CH2:16][c:17]2[cH:18][cH:19][cH:20][cH:21][cH:22]2)([CH3:23])[CH3:24])[O:6][C:7]([CH3:9])([CH3:10])[O:8]1)[S:36][c:35]1[n:31](-[c:25]2[cH:26][cH:27][cH:28][cH:29][cH:30]2)[n:32][n:33][n:34]1. The reactants are C(C1=CC=CC=C1)OC1=C(C(=O)NC2=C(C(=O)OC(C)(C)C)C=CC(=C2)C2=CC=CC=C2)C=C(C=C1)N1CCN(CC1)C (tert-butyl 2-(2-(benzyloxy)-5-(4-methylpiperazin-1-yl)benzamido)-4-phenylbenzoate), C(Cl)(Cl)Cl (Chloroform). The reagents and catalysts are [C].[Pd] (palladium-carbon). Run in CO (methanol), C(C)(=O)OCC (ethyl acetate). Run at time 2 hour. Yields the product OC1=C(C(=O)NC2=C(C(=O)OC(C)(C)C)C=CC(=C2)C2=CC=CC=C2)C=C(C=C1)N1CCN(CC1)C (tert-butyl 2-(2-hydroxy-5-(4-methylpiperazin-1-yl)benzamido)-4-phenylbenzoate). The yield is 59.2%. As a reaction SMILES: C([O:8][C:9]1[CH:36]=[CH:35][C:34]([N:37]2[CH2:42][CH2:41][N:40]([CH3:43])[CH2:39][CH2:38]2)=[CH:33][C:10]=1[C:11]([NH:13][C:14]1[CH:26]=[C:25]([C:27]2[CH:32]=[CH:31][CH:30]=[CH:29][CH:28]=2)[CH:24]=[CH:23][C:15]=1[C:16]([O:18][C:19]([CH3:22])([CH3:21])[CH3:20])=[O:17])=[O:12])C1C=CC=CC=1.C(Cl)(Cl)Cl>CO.C(OCC)(=O)C.[C].[Pd]>[OH:8][C:9]1[CH:36]=[CH:35][C:34]([N:37]2[CH2:38][CH2:39][N:40]([CH3:43])[CH2:41][CH2:42]2)=[CH:33][C:10]=1[C:11]([NH:13][C:14]1[CH:26]=[C:25]([C:27]2[CH:32]=[CH:31][CH:30]=[CH:29][CH:28]=2)[CH:24]=[CH:23][C:15]=1[C:16]([O:18][C:19]([CH3:22])([CH3:21])[CH3:20])=[O:17])=[O:12] |f:4.5|. Procedure: To a solution mixture of the obtained tert-butyl 2-(2-(benzyloxy)-5-(4-methylpiperazin-1-yl)benzamido)-4-phenylbenzoate (0.26 g) in methanol (2.6 mL) and ethyl acetate (1.3 mL), 10% palladium-carbon (0.26 g) was added, followed by stirring under a hydrogen atmosphere at room temperature for 2 hours. Chloroform was added to the reaction mixture, and the insoluble substance was removed by filtration. The solvent was evaporated under reduced pressure, and the obtained residue was purified by silica...